This data is from the Open Reaction Database (ORD), a public repository of structured organic reaction records. The task is: describe an organic reaction: reactants, conditions, products, and yield Yield: 94.5%. Procedure details: 2-(3,4,5-Tris(octadecyloxy)-cyclohexylmethoxy)-9-fluorenone (61.6 mg, 56.1 μmol) was dissolved in dehydrated THF (3 mL), 4-chlorophenyl-magnesium bromide (200 μmol) was added, and the mixture was stirred at 40° C. for 3 hours. After evaporation of the solvent, 0.5N hydrochloric acid (6 mL) was added to the residue to allow crystallization. The crystals were collected by filtration, washed well with hydrochloric acid, water and methanol in this order to give 9-(4-chloro-phenyl)-2-(3,4,5-tris(octa... Solvent: C1CCOC1 (THF). Run at temperature 40 celsius, time 3 hour. The product is ClC1=CC=C(C=C1)C1(C2=CC=CC=C2C=2C=CC(=CC12)OCC1CC(C(C(C1)OCCCCCCCCCCCCCCCCCC)OCCCCCCCCCCCCCCCCCC)OCCCCCCCCCCCCCCCCCC)O (9-(4-chloro-phenyl)-2-(3,4,5-tris(octadecyloxy)-cyclohexylmethoxy)-9-fluorenol). RXN SMILES: [CH2:1]([O:19][CH:20]1[CH:25]([O:26][CH2:27][CH2:28][CH2:29][CH2:30][CH2:31][CH2:32][CH2:33][CH2:34][CH2:35][CH2:36][CH2:37][CH2:38][CH2:39][CH2:40][CH2:41][CH2:42][CH2:43][CH3:44])[CH:24]([O:45][CH2:46][CH2:47][CH2:48][CH2:49][CH2:50][CH2:51][CH2:52][CH2:53][CH2:54][CH2:55][CH2:56][CH2:57][CH2:58][CH2:59][CH2:60][CH2:61][CH2:62][CH3:63])[CH2:23][CH:22]([CH2:64][O:65][C:66]2[CH:78]=[CH:77][C:76]3[C:75]4[C:70](=[CH:71][CH:72]=[CH:73][CH:74]=4)[C:69](=[O:79])[C:68]=3[CH:67]=2)[CH2:21]1)[CH2:2][CH2:3][CH2:4][CH2:5][CH2:6][CH2:7][CH2:8][CH2:9][CH2:10][CH2:11][CH2:12][CH2:13][CH2:14][CH2:15][CH2:16][CH2:17][CH3:18].[Cl:80][C:81]1[CH:86]=[CH:85][C:84]([Mg]Br)=[CH:83][CH:82]=1>C1COCC1>[Cl:80][C:81]1[CH:86]=[CH:85][C:84]([C:69]2([OH:79])[C:68]3[CH:67]=[C:66]([O:65][CH2:64][CH:22]4[CH2:21][CH:20]([O:19][CH2:1][CH2:2][CH2:3][CH2:4][CH2:5][CH2:6][CH2:7][CH2:8][CH2:9][CH2:10][CH2:11][CH2:12][CH2:13][CH2:14][CH2:15][CH2:16][CH2:17][CH3:18])[CH:25]([O:26][CH2:27][CH2:28][CH2:29][CH2:30][CH2:31][CH2:32][CH2:33][CH2:34][CH2:35][CH2:36][CH2:37][CH2:38][CH2:39][CH2:40][CH2:41][CH2:42][CH2:43][CH3:44])[CH:24]([O:45][CH2:46][CH2:47][CH2:48][CH2:49][CH2:50][CH2:51][CH2:52][CH2:53][CH2:54][CH2:55][CH2:56][CH2:57][CH2:58][CH2:59][CH2:60][CH2:61][CH2:62][CH3:63])[CH2:23]4)[CH:78]=[CH:77][C:76]=3[C:75]3[C:70]2=[CH:71][CH:72]=[CH:73][CH:74]=3)=[CH:83][CH:82]=1. The reactants are C(CCCCCCCCCCCCCCCCC)OC1CC(CC(C1OCCCCCCCCCCCCCCCCCC)OCCCCCCCCCCCCCCCCCC)COC1=CC=2C(C3=CC=CC=C3C2C=C1)=O (2-(3,4,5-Tris(octadecyloxy)-cyclohexylmethoxy)-9-fluorenone), ClC1=CC=C(C=C1)[Mg]Br (4-chlorophenyl-magnesium bromide). Reaction SMILES: [CH:1]([N:4]1[CH2:9][CH2:8][N:7]([CH2:10][CH2:11][CH2:12][CH:13]([NH2:20])[C:14]2[CH:19]=[CH:18][CH:17]=[CH:16][CH:15]=2)[CH2:6][CH2:5]1)([CH3:3])[CH3:2].[Cl:21][C:22]1[C:30]2[C:25](=[CH:26][C:27]([C:31](O)=[O:32])=[CH:28][CH:29]=2)[NH:24][CH:23]=1>>[Cl:21][C:22]1[C:30]2[C:25](=[CH:26][C:27]([C:31]([NH:20][CH:13]([C:14]3[CH:15]=[CH:16][CH:17]=[CH:18][CH:19]=3)[CH2:12][CH2:11][CH2:10][N:7]3[CH2:8][CH2:9][N:4]([CH:1]([CH3:3])[CH3:2])[CH2:5][CH2:6]3)=[O:32])=[CH:28][CH:29]=2)[NH:24][CH:23]=1. Reported procedure: Using coupling method A, crude 4-(4-isopropylpiperazin-1-yl)-1-phenylbutylamine (530 mg, 1.9 mmol) and 3-chloro-indole-6-carboxylic acid (376 mg, 1.9 mmol) afforded, after purification (SiO2: 10:10:1 hexane:EtOAc:isopropyl-amine), 184 mg (21%) of the title compound. Starting materials: C(C)(C)N1CCN(CC1)CCCC(C1=CC=CC=C1)N (4-(4-isopropylpiperazin-1-yl)-1-phenylbutylamine), ClC1=CNC2=CC(=CC=C12)C(=O)O (3-chloro-indole-6-carboxylic acid). The product is ClC1=CNC2=CC(=CC=C12)C(=O)NC(CCCN1CCN(CC1)C(C)C)C1=CC=CC=C1 (3-Chloro-N-[4-(4-isopropylpiperazin-1-yl)-1-phenylbutyl]-1H-indole-6-carboxamide). The reactants are CCCCCCS(=O)c1nc(C)co1, CNC(C)=O, CN(C)P(=O)(N(C)C)N(C)C. The product is CC(=O)N(C)c1nc(C)co1. RXN SMILES: [CH2:6]([S:7](=[O:8])[c:14]1[o:15][cH:16][c:17]([CH3:19])[n:18]1)[CH2:9][CH2:10][CH2:11][CH2:12][CH3:13].[CH3:1][NH:2][C:3]([CH3:4])=[O:5].[CH3:20][N:21]([CH3:22])[P:23]([N:24]([CH3:25])[CH3:26])([N:27]([CH3:28])[CH3:29])=[O:30]>>[CH3:1][N:2]([C:3]([CH3:4])=[O:5])[c:14]1[o:15][cH:16][c:17]([CH3:19])[n:18]1. The reactants are COc1ccc(CNc2cc(Cl)nc(Cl)n2)cc1, NN, C1CCOC1, O. The product is COc1ccc(CNc2cc(Cl)nc(NN)n2)cc1. RXN SMILES: [Cl:1][c:2]1[n:3][c:4]([Cl:18])[cH:5][c:6]([NH:8][CH2:9][c:10]2[cH:11][cH:12][c:13]([O:16][CH3:17])[cH:14][cH:15]2)[n:7]1.[NH2:20][NH2:21].[O:22]1[CH2:23][CH2:24][CH2:25][CH2:26]1.[OH2:19]>>[c:2]1([NH:20][NH2:21])[n:3][c:4]([Cl:18])[cH:5][c:6]([NH:8][CH2:9][c:10]2[cH:11][cH:12][c:13]([O:16][CH3:17])[cH:14][cH:15]2)[n:7]1. Reactants: C(C)(C)(C)OC(CN1N=C(C=C1)NC(=O)[C@@H]1N[C@H]([C@]([C@H]1C1=C(C(=CC=C1)Cl)F)(C#N)C1=C(C=C(C=C1)Cl)F)CC(C)(C)C)=O (rac-(3-{[(2R,3S,4R,5S)-3-(3-chloro-2-fluoro-phenyl)-4-(4-chloro-2-fluoro-phenyl)-4-cyano-5-(2,2-dimethyl-propyl)-pyrrolidine-2-carbonyl]-amino}-pyrazol-1-yl)-acetic acid tert-butyl ester), S(O)(O)(=O)=O (sulfuric acid). Solvent: O (water). Run at temperature 0 celsius, time 2 hour. Product: ClC=1C(=C(C=CC1)[C@H]1[C@@H](N[C@H]([C@]1(C#N)C1=C(C=C(C=C1)Cl)F)CC(C)(C)C)C(=O)NC1=NN(C=C1)CC(=O)O)F (rac-(3-{[(2R,3S,4R,5S)-3-(3-chloro-2-fluoro-phenyl)-4-(4-chloro-2-fluoro-phenyl)-4-cyano-5-(2,2-dimethyl-propyl)-pyrrolidine-2-carbonyl]-amino}-pyrazol-1-yl)-acetic acid), powder. Isolated yield 53.0%. Reaction SMILES: C([O:5][C:6](=[O:44])[CH2:7][N:8]1[CH:12]=[CH:11][C:10]([NH:13][C:14]([C@H:16]2[C@H:20]([C:21]3[CH:26]=[CH:25][CH:24]=[C:23]([Cl:27])[C:22]=3[F:28])[C@:19]([C:31]3[CH:36]=[CH:35][C:34]([Cl:37])=[CH:33][C:32]=3[F:38])([C:29]#[N:30])[C@H:18]([CH2:39][C:40]([CH3:43])([CH3:42])[CH3:41])[NH:17]2)=[O:15])=[N:9]1)(C)(C)C.S(=O)(=O)(O)O>O>[Cl:27][C:23]1[C:22]([F:28])=[C:21]([C@@H:20]2[C@:19]([C:31]3[CH:36]=[CH:35][C:34]([Cl:37])=[CH:33][C:32]=3[F:38])([C:29]#[N:30])[C@H:18]([CH2:39][C:40]([CH3:41])([CH3:42])[CH3:43])[NH:17][C@H:16]2[C:14]([NH:13][C:10]2[CH:11]=[CH:12][N:8]([CH2:7][C:6]([OH:44])=[O:5])[N:9]=2)=[O:15])[CH:26]=[CH:25][CH:24]=1. Reported procedure: A mixture of rac-(3-{[(2R,3S,4R,5S)-3-(3-chloro-2-fluoro-phenyl)-4-(4-chloro-2-fluoro-phenyl)-4-cyano-5-(2,2-dimethyl-propyl)-pyrrolidine-2-carbonyl]-amino}-pyrazol-1-yl)-acetic acid tert-butyl ester (25 mg, 0.039 mmol) was chilled to 0° C. Then concentrated sulfuric acid (1 mL) was added and the reaction was stirred for 2 hours. Ice and water added all at once, crystals filtered and washed with water. The crystals were azeotroped three times with toluene then treated to high vacuum overnight to... Starting materials: Nc1nn(-c2ccccc2)cc1CO, C1CCOC1. Product: Nc1nn(-c2ccccc2)cc1C=O. RXN SMILES: [NH2:1][c:2]1[n:3][n:4](-[c:9]2[cH:10][cH:11][cH:12][cH:13][cH:14]2)[cH:5][c:6]1[CH2:7][OH:8].[O:15]1[CH2:16][CH2:17][CH2:18][CH2:19]1>>[NH2:1][c:2]1[n:3][n:4](-[c:9]2[cH:10][cH:11][cH:12][cH:13][cH:14]2)[cH:5][c:6]1[CH:7]=[O:8]. The reactants are NC1=C(C(=O)NC2=NC=C(C=C2)Cl)C=C(C=C1)C(=O)OC (2-amino-N-(5-chloropyridin-2-yl)-5-methoxycarbonylbenzamide), C(C)(C)(C)OC(=O)N1CCC(CC1)C=O (1-tert-butoxycarbonylpiperidine-4-carboxaldehyde), [B-][N+](C)(C)C (borane trimethylamine complex). Yields the product ClC=1C=CC(=NC1)NC(C1=C(C=CC(=C1)C(=O)OC)NCC1CCNCC1)=O (N-(5-Chloropyridin-2-yl)-5-methoxycarbonyl-2-[(4-piperidinylmethyl)amino]benzamide). RXN SMILES: [NH2:1][C:2]1[CH:17]=[CH:16][C:15]([C:18]([O:20][CH3:21])=[O:19])=[CH:14][C:3]=1[C:4]([NH:6][C:7]1[CH:12]=[CH:11][C:10]([Cl:13])=[CH:9][N:8]=1)=[O:5].C(OC([N:29]1[CH2:34][CH2:33][CH:32]([CH:35]=O)[CH2:31][CH2:30]1)=O)(C)(C)C.[B-][N+](C)(C)C>>[Cl:13][C:10]1[CH:11]=[CH:12][C:7]([NH:6][C:4](=[O:5])[C:3]2[CH:14]=[C:15]([C:18]([O:20][CH3:21])=[O:19])[CH:16]=[CH:17][C:2]=2[NH:1][CH2:35][CH:32]2[CH2:33][CH2:34][NH:29][CH2:30][CH2:31]2)=[N:8][CH:9]=1. Procedure: Using a similar procedure to that described in Example 47-C&D, 2-amino-N-(5-chloropyridin-2-yl)-5-methoxycarbonylbenzamide (3.23 g, 10.6 mmol), 1-tert-butoxycarbonylpiperidine-4-carboxaldehyde (2.50 g, 11.7 mmol), and borane trimethylamine complex (2.31 g, 31.7 mmol) afforded, after purification by column chromatography (SiO2: 10 to 25% methanol:methylene chloride), 3.10 g (73%) of the title compound. Reactants: COC=1C=C(CC2NCCC3=CC(=C(C=C23)OC(C)C)OC)C=CC1OC (1-(3,4-Dimethoxy-benzyl)-6-methoxy-7-isopropoxy-1,2,3,4-tetrahydroisoquinoline), BrCC(=O)Br (2-bromoacetyl bromide), NC1CC(C2=CC=CC=C12)C (1-amino-3-methyl-indane). Yields the product COC=1C=C(CC2N(CCC3=CC(=C(C=C23)OC(C)C)OC)CC(=O)NC2CC(C3=CC=CC=C23)C)C=CC1OC (2-[1-(3,4-Dimethoxy-benzyl)-6-methoxy-7-isopropoxy-3,4-dihydro-1H-isoquinolin-2-yl]-N-(3-methyl-indan-1-yl)-acetamide). As a reaction SMILES: [CH3:1][O:2][C:3]1[CH:4]=[C:5]([CH:23]=[CH:24][C:25]=1[O:26][CH3:27])[CH2:6][CH:7]1[C:16]2[C:11](=[CH:12][C:13]([O:21][CH3:22])=[C:14]([O:17][CH:18]([CH3:20])[CH3:19])[CH:15]=2)[CH2:10][CH2:9][NH:8]1.Br[CH2:29][C:30](Br)=[O:31].[NH2:33][CH:34]1[C:42]2[C:37](=[CH:38][CH:39]=[CH:40][CH:41]=2)[CH:36]([CH3:43])[CH2:35]1>>[CH3:1][O:2][C:3]1[CH:4]=[C:5]([CH:23]=[CH:24][C:25]=1[O:26][CH3:27])[CH2:6][CH:7]1[C:16]2[C:11](=[CH:12][C:13]([O:21][CH3:22])=[C:14]([O:17][CH:18]([CH3:20])[CH3:19])[CH:15]=2)[CH2:10][CH2:9][N:8]1[CH2:29][C:30]([NH:33][CH:34]1[C:42]2[C:37](=[CH:38][CH:39]=[CH:40][CH:41]=2)[CH:36]([CH3:43])[CH2:35]1)=[O:31]. Procedure details: prepared by reaction of 1-(3,4-Dimethoxy-benzyl)-6-methoxy-7-isopropoxy-1,2,3,4-tetrahydroisoquinoline and 2-bromoacetyl bromide with 1-amino-3-methyl-indane